Dataset: the Open Reaction Database (ORD), a public repository of structured organic reaction records. Task: describe an organic reaction: reactants, conditions, products, and yield The reactants are S1C(=CC=C1)B(O)O (2-thiophenylboronic acid), N1(C=NC=C1)CC=1C=CC(=NC1)Br (5-Imidazol-1-ylmethyl-2-bromopyridine). The product is N1(C=NC=C1)CC=1C=CC(=NC1)C=1SC=CC1 (5-Imidazol-1-ylmethyl-2-thiophen-2-yl-pyridine). RXN SMILES: [S:1]1[CH:5]=[CH:4][CH:3]=[C:2]1B(O)O.[N:9]1([CH2:14][C:15]2[CH:16]=[CH:17][C:18](Br)=[N:19][CH:20]=2)[CH:13]=[CH:12][N:11]=[CH:10]1>>[N:9]1([CH2:14][C:15]2[CH:16]=[CH:17][C:18]([C:2]3[S:1][CH:5]=[CH:4][CH:3]=3)=[N:19][CH:20]=2)[CH:13]=[CH:12][N:11]=[CH:10]1. Reported procedure: Synthesized using 2-thiophenylboronic acid (118 g, 0.92 mmol) and 1a (110 mg, 0.46 mmol) according to Method C. Yellow solid. Yield: 101 mg, 0.42 mmol, 91%. 1H NMR (CDCl3, 500 MHz): δH (ppm): 5.13 (s, 2H), 6.90 (s, 1H), 7.11 (t, J=4.4 Hz, 2H), 7.41-7.43 (m, 2H), 7.57-7.59 (m, 2H), 7.63 (d, J=8.2 Hz, 1H), 8.45 (d, J=1.9 Hz, 1H); 13C NMR (CDCl3, 125 MHz): δC (ppm)=48.1, 118.9, 119.0, 125.1, 128.13, 128.14, 129.8, 130.3, 135.7, 137.3, 144.0, 148.4, 152.9; MS (ESI): m/z=242.10 [M+H]+. Starting materials: N1=C2C(=CC=C1)C(C1=C(OC2)C=CC=C1)C#N (5,11-dihydrobenzoxepino[3,4-b]pyridin-5-carbonitrile), Cl (hydrochloric acid), C(C)(=O)O (acetic acid), [OH-].[Na+] (sodium hydroxide). The solvent is ClCCl (dichloromethane), O (Water). The product is N1=C2C(=CC=C1)C(C1=C(OC2)C=CC=C1)C(=O)O (5,11-dihydrobenzoxepino[3,4-b]pyridin-5-carboxylic acid). As a reaction SMILES: [N:1]1[CH:6]=[CH:5][CH:4]=[C:3]2C(C#N)[C:8]3[CH:15]=[CH:14][CH:13]=[CH:12][C:9]=3[O:10][CH2:11][C:2]=12.Cl.[C:19]([OH:22])(=[O:21])[CH3:20].[OH-].[Na+]>ClCCl.O>[N:1]1[CH:6]=[CH:5][CH:4]=[C:3]2[CH:20]([C:19]([OH:22])=[O:21])[C:12]3[CH:13]=[CH:14][CH:15]=[CH:8][C:9]=3[O:10][CH2:11][C:2]=12 |f:3.4|. Reported procedure: A mixture of 2.03 g of 5,11-dihydrobenzoxepino[3,4-b]pyridin-5-carbonitrile, 30 ml of hydrochloric acid and 30 ml of acetic acid was heated under reflux for 19 hours. The reaction mixture was allowed to stand at room temperature. Water and dichloromethane were added to the reaction mixture and the pH was adjusted to 3.4 with 10N sodium hydroxide. The organic layer was dried over anhydrous magnesium sulfate, and filtered. The filtrate was concentrated to dryness under reduced pressure to obtain 1...